From a dataset of the Open Reaction Database (ORD), a public repository of structured organic reaction records. describe an organic reaction: reactants, conditions, products, and yield The reactants are COCCOC, COC(=O)Cc1ccc2cc(C)ccc2c1, CI, CCO, [Na+], [OH-], O. Product: COC(=O)C(C)c1ccc2cc(C)ccc2c1. RXN SMILES: [CH3:19][O:20][CH2:21][CH2:22][O:23][CH3:24].[CH3:1][c:2]1[cH:3][c:4]2[cH:5][cH:6][c:7]([CH2:12][C:13](=[O:14])[O:15][CH3:16])[cH:8][c:9]2[cH:10][cH:11]1.[CH3:25][I:26].[CH3:27][CH2:28][OH:29].[Na+:18].[OH-:17].[OH2:30]>>[CH3:1][c:2]1[cH:3][c:4]2[cH:5][cH:6][c:7]([CH:12]([C:13](=[O:14])[O:15][CH3:16])[CH3:19])[cH:8][c:9]2[cH:10][cH:11]1.